Dataset: the Open Reaction Database (ORD), a public repository of structured organic reaction records. Task: describe an organic reaction: reactants, conditions, products, and yield Starting materials: FC=1C=C(C=CC1OC)B(O)O (3-fluoro-4-methoxyphenylboronic acid), I (hydroiodic acid), ClC1=NC=NC(=C1)Cl (4,6-dichloropyrimidine), chloro. The product is IC1=NC=NC(=C1)C1=CC(=C(C=C1)OC)F (4-Iodo-6-(3-fluoro-4-methoxyphenyl)pyrimidine). Reaction SMILES: [F:1][C:2]1[CH:3]=[C:4](B(O)O)[CH:5]=[CH:6][C:7]=1[O:8][CH3:9].Cl[C:14]1[CH:19]=[C:18](Cl)[N:17]=[CH:16][N:15]=1.[IH:21]>>[I:21][C:14]1[CH:19]=[C:18]([C:4]2[CH:5]=[CH:6][C:7]([O:8][CH3:9])=[C:2]([F:1])[CH:3]=2)[N:17]=[CH:16][N:15]=1. Reported procedure: The compound was prepared according to Example 1 using 3-fluoro-4-methoxyphenylboronic acid and 4,6-dichloropyrimidine. The resultant chloro compound was converted to iodo with hydroiodic acid as described in the general procedure. Conditions: temperature 80 celsius, time 16 hour. The reactants are —NCO, C(F)(F)(C(F)(F)C(F)(F)F)C(=O)NCCO (C3F7CONHC2H4OH), C(C)(=O)OCC (ethyl acetate). The solvent is O (DI water). Product: C(F)(F)(C(F)(F)C(F)(F)F)C(=O)NCCO (C3F7CONHC2H4OH), NC(=O)OCC (Urethane). Reported procedure: A 500 mL round bottom flask equipped with a magnetic stirrer and fitted with a condenser was charged with C3F7CONHC2H4OH (30.0 grams), ethyl acetate (53.0 grams) and N3300 (22.6 grams). Upon dissolution, the mixture was heated to 80° C., DBTDL (one drop) was added, and heating was continued for 16 hours. The reaction was monitored by FTIR analysis, which showed the disappearance of the —NCO band at approximately 2289 wavenumbers. A solution of Witconate DS-10 (2.6 grams) in DI water (200.0 grams... As a reaction SMILES: [C:1]([C:11]([NH:13][CH2:14][CH2:15][OH:16])=[O:12])([C:4]([C:7]([F:10])([F:9])[F:8])([F:6])[F:5])([F:3])[F:2].[C:17]([O:20][CH2:21][CH3:22])(=[O:19])C>O>[C:1]([C:11]([NH:13][CH2:14][CH2:15][OH:16])=[O:12])([C:4]([C:7]([F:10])([F:8])[F:9])([F:6])[F:5])([F:3])[F:2].[NH2:13][C:17]([O:20][CH2:21][CH3:22])=[O:19]. The reactants are Cc1c(F)cc(Br)cc1[N+](=O)[O-], CCO, Cl, [Fe], O. The product is Cc1c(N)cc(Br)cc1F. Reaction SMILES: [Br:1][c:2]1[cH:3][c:4]([N+:10]([O-:11])=[O:12])[c:5]([CH3:9])[c:6]([F:8])[cH:7]1.[CH3:13][CH2:14][OH:15].[ClH:17].[Fe:18].[OH2:16]>>[Br:1][c:2]1[cH:3][c:4]([NH2:10])[c:5]([CH3:9])[c:6]([F:8])[cH:7]1.